Dataset: the Open Reaction Database (ORD), a public repository of structured organic reaction records. Task: describe an organic reaction: reactants, conditions, products, and yield Run at time 1 hour. Reaction SMILES: CN(C)[CH:3]=[O:4].P(Cl)(Cl)(Cl)=O.[Cl:11][C:12]1[CH:21]=[C:20]2[C:15]([CH:16]=[C:17]([C:24]3[CH:29]=[CH:28][CH:27]=[CH:26][CH:25]=3)[N:18]([CH3:23])[C:19]2=[O:22])=[CH:14][CH:13]=1>C1CCCCC1>[Cl:11][C:12]1[CH:21]=[C:20]2[C:15]([C:16]([CH:3]=[O:4])=[C:17]([C:24]3[CH:29]=[CH:28][CH:27]=[CH:26][CH:25]=3)[N:18]([CH3:23])[C:19]2=[O:22])=[CH:14][CH:13]=1. Run in C1CCCCC1 (cyclohexane). The reactants are CN(C=O)C (N,N-dimethylformamide), white solid, P(=O)(Cl)(Cl)Cl (phosphorus oxychloride), ClC1=CC=C2C=C(N(C(C2=C1)=O)C)C1=CC=CC=C1 (7-chloro-2-methyl-3-phenylisoquinol-1(2 H)-one). Reported procedure: 100 ml of dry N,N-dimethylformamide are cooled to 0° C., under an argon atmosphere, 12 ml (128 mmol) of phosphorus oxychloride are added dropwise and the mixture is stirred at room temperature for 1 h. 13.7 g (51 mmol) of 7-chloro-2-methyl-3-phenylisoquinol-1(2 H)-one are added and the mixture is gradually heated to 110° C. and is maintained at this temperature for 4 h. It is cooled to room temperature, the solvent is evaporated under reduced pressure, 200 ml of diethyl ether and ice are added t... The product is ClC1=CC=C2C(=C(N(C(C2=C1)=O)C)C1=CC=CC=C1)C=O (7-Chloro-2-methyl-1-oxo-3-phenyl-1,2-dihydroisoquinoline-4-carboxaldehyde). Reactants: CC#N, [Cl-], Cn1nc(-c2cc(C=O)c(Cl)cc2Cl)c(F)c1OC(F)F, Cl, [Na+], [Na+], O, O, O, OO, O=P([O-])(O)O. The product is Cn1nc(-c2cc(C(=O)O)c(Cl)cc2Cl)c(F)c1OC(F)F. RXN SMILES: [CH3:36][C:37]#[N:38].[Cl-:33].[Cl:11][c:12]1[c:13]([CH:14]=[O:15])[cH:16][c:17](-[c:21]2[n:22][n:23]([CH3:31])[c:24]([O:27][CH:28]([F:29])[F:30])[c:25]2[F:26])[c:18]([Cl:20])[cH:19]1.[ClH:34].[Na+:32].[Na+:8].[OH2:1].[OH2:2].[OH2:35].[OH:9][OH:10].[P:3]([O-:4])([OH:5])([OH:6])=[O:7]>>[OH:1][C:14]([c:13]1[c:12]([Cl:11])[cH:19][c:18]([Cl:20])[c:17](-[c:21]2[n:22][n:23]([CH3:31])[c:24]([O:27][CH:28]([F:29])[F:30])[c:25]2[F:26])[cH:16]1)=[O:15]. The reactants are COC(=O)C1(CC1)CN (1-aminomethyl-cyclopropanecarboxylic acid methyl ester), COC(C(CNC1CCCC1)(C)C)=O (3-cyclopentylamino-2,2-dimethyl-propanoic acid methyl ester). Yields the product COC(=O)C1(CC1)CNC1CCCC1 (Cyclopentylaminomethyl-cyclopropanecarboxylic acid methyl ester). RXN SMILES: COC(C1(CN)CC1)=O.[CH3:10][O:11][C:12](=[O:23])[C:13]([CH3:22])([CH3:21])[CH2:14][NH:15][CH:16]1[CH2:20][CH2:19][CH2:18][CH2:17]1>>[CH3:10][O:11][C:12]([C:13]1([CH2:14][NH:15][CH:16]2[CH2:17][CH2:18][CH2:19][CH2:20]2)[CH2:21][CH2:22]1)=[O:23]. Reported procedure: Cyclopentylaminomethyl-cyclopropanecarboxylic acid methyl ester was prepared from 1-aminomethyl-cyclopropanecarboxylic acid methyl ester following the method similar to the preparation of 3-cyclopentylamino-2,2-dimethyl-propanoic acid methyl ester above. The reactants are COC(CCC#CC1=NC(=CC=C1)\C=C\C(CCCCCCCC)O)=O (5-{6-[(1E)-(3RS)-3-hydroxy-1-undecenyl]-2-pyridyl}-4-pentynoic acid methyl ester), 1, [OH-].[Na+] (sodium hydroxide). Run in CO (methanol). Product: OC(/C=C/C1=CC=CC(=N1)C#CCCC(=O)O)CCCCCCCC (5-{6-[(1E)-(3RS)-3-Hydroxy-1-undecenyl]-2-pyridyl}-4-pentynoic acid). Yield: 57.2%. Reaction SMILES: C[O:2][C:3](=[O:26])[CH2:4][CH2:5][C:6]#[C:7][C:8]1[CH:13]=[CH:12][CH:11]=[C:10](/[CH:14]=[CH:15]/[CH:16]([OH:25])[CH2:17][CH2:18][CH2:19][CH2:20][CH2:21][CH2:22][CH2:23][CH3:24])[N:9]=1.[OH-].[Na+]>CO>[OH:25][CH:16]([CH2:17][CH2:18][CH2:19][CH2:20][CH2:21][CH2:22][CH2:23][CH3:24])/[CH:15]=[CH:14]/[C:10]1[N:9]=[C:8]([C:7]#[C:6][CH2:5][CH2:4][C:3]([OH:26])=[O:2])[CH:13]=[CH:12][CH:11]=1 |f:1.2|. Procedure: Under the conditions of example 2, 20 mg of 5-{6-[(1E)-(3RS)-3-hydroxy-1-undecenyl]-2-pyridyl}-4-pentynoic acid methyl ester in 1 ml of methanol is saponified with 2 ml of 1 n sodium hydroxide solution and worked up. 11 mg of the title compound is obtained as yellow oil. Reactants: ice water, C(C=C)CC(C(=O)C1=CC=CC=C1)O (3-allyl-2-hydroxypropiophenone), [OH-].[K+] (potassium hydroxide), CO (methanol), Cl (hydrochloric acid). The solvent is C(CCC)O (n-butanol). The product is OC(C(=O)C1=CC=CC=C1)CC=CC (2-hydroxy-3-propenylpropiophenone). The yield is 45.1%. RXN SMILES: [CH2:1]([CH2:4][CH:5]([OH:14])[C:6]([C:8]1[CH:13]=[CH:12][CH:11]=[CH:10][CH:9]=1)=[O:7])[CH:2]=[CH2:3].[OH-].[K+].CO.Cl>C(O)CCC>[OH:14][CH:5]([CH2:4][CH:1]=[CH:2][CH3:3])[C:6]([C:8]1[CH:13]=[CH:12][CH:11]=[CH:10][CH:9]=1)=[O:7] |f:1.2|. Reported procedure: Then to 233 grams of 3-allyl-2-hydroxypropiophenone are added 212 grams of potassium hydroxide, 200 ml of methanol and 1100 ml of n-butanol and the mixture is heated to reflux for twenty four hours. It is then poured into ice water, acidified with concentrated hydrochloric acid, crystals separated out therefrom are collected by filtration, washed with water and recrystallized from methanol to give 105 grams of 2-hydroxy-3-propenylpropiophenone, yellow needles, melting point 83° to 85° C. Starting materials: CCS(=O)(=O)c1cc(C#N)ccc1C1NC(=O)N(c2cccc(C(F)(F)F)c2)C(C)=C1C#N, C1CCOC1, CS(=O)(=O)Cl, [H-], [Na+]. Yields the product CCS(=O)(=O)c1cc(C#N)ccc1C1C(C#N)=C(C)N(c2cccc(C(F)(F)F)c2)C(=O)N1S(C)(=O)=O. As a reaction SMILES: [C:1](#[N:2])[c:3]1[cH:4][c:5]([S:29](=[O:30])(=[O:31])[CH2:32][CH3:33])[c:6]([CH:9]2[NH:10][C:11](=[O:28])[N:12]([c:18]3[cH:19][c:20]([C:24]([F:25])([F:26])[F:27])[cH:21][cH:22][cH:23]3)[C:13]([CH3:17])=[C:14]2[C:15]#[N:16])[cH:7][cH:8]1.[CH2:41]1[O:42][CH2:43][CH2:44][CH2:45]1.[CH3:36][S:37]([Cl:38])(=[O:39])=[O:40].[H-:34].[Na+:35]>>[C:1](#[N:2])[c:3]1[cH:4][c:5]([S:29](=[O:30])(=[O:31])[CH2:32][CH3:33])[c:6]([CH:9]2[N:10]([S:37]([CH3:36])(=[O:39])=[O:40])[C:11](=[O:28])[N:12]([c:18]3[cH:19][c:20]([C:24]([F:25])([F:26])[F:27])[cH:21][cH:22][cH:23]3)[C:13]([CH3:17])=[C:14]2[C:15]#[N:16])[cH:7][cH:8]1. The reactants are [Li]CCCC, C1CCOC1, Cc1nc(I)c(I)n1-c1ccc(C(F)(F)F)cc1, CI. The product is Cc1nc(I)c(C)n1-c1ccc(C(F)(F)F)cc1. Reaction SMILES: [CH2:19]([Li:20])[CH2:21][CH2:22][CH3:23].[CH2:26]1[O:27][CH2:28][CH2:29][CH2:30]1.[I:1][c:2]1[n:3][c:4]([CH3:18])[n:5](-[c:8]2[cH:9][cH:10][c:11]([C:14]([F:15])([F:16])[F:17])[cH:12][cH:13]2)[c:6]1[I:7].[I:24][CH3:25]>>[I:1][c:2]1[n:3][c:4]([CH3:18])[n:5](-[c:8]2[cH:9][cH:10][c:11]([C:14]([F:15])([F:16])[F:17])[cH:12][cH:13]2)[c:6]1[CH3:19]. Reactants: N (ammonia), 10, FC1=CC=C(C=C1)CN1C(=NC2=C1C=CC=C2)NC2CCN(CC2)CCNC2=CC=C(C(=N2)N)[N+](=O)[O-] (N6 -[2-[4-[[1-[(4-fluorophenyl)methyl]-1H-benzimidazol-2-yl]amino]-1-piperidinyl]ethyl]-3-nitro-2,6-pyridinediamine), S1C=CC=C1 (thiophene), [H][H] (hydrogen). Reagents/catalysts: [Pd] (palladium-on-charcoal). Solvent: CO (methanol), CO (methanol). Product: FC1=CC=C(C=C1)CN1C(=NC2=C1C=CC=C2)NC2CCN(CC2)CCNC2=CC=C(C(=N2)N)N (N6 -[2-[4-[[1-[(4-fluorophenyl)methyl]-1H-benzimidazol-2-yl]amino]-1-piperidinyl]ethyl]-2,3,6-pyridinetriamine), intermediate 154. The yield is 94.0%. As a reaction SMILES: [F:1][C:2]1[CH:7]=[CH:6][C:5]([CH2:8][N:9]2[C:13]3[CH:14]=[CH:15][CH:16]=[CH:17][C:12]=3[N:11]=[C:10]2[NH:18][CH:19]2[CH2:24][CH2:23][N:22]([CH2:25][CH2:26][NH:27][C:28]3[N:33]=[C:32]([NH2:34])[C:31]([N+:35]([O-])=O)=[CH:30][CH:29]=3)[CH2:21][CH2:20]2)=[CH:4][CH:3]=1.S1C=CC=C1.N.[H][H]>CO.[Pd]>[F:1][C:2]1[CH:3]=[CH:4][C:5]([CH2:8][N:9]2[C:13]3[CH:14]=[CH:15][CH:16]=[CH:17][C:12]=3[N:11]=[C:10]2[NH:18][CH:19]2[CH2:24][CH2:23][N:22]([CH2:25][CH2:26][NH:27][C:28]3[N:33]=[C:32]([NH2:34])[C:31]([NH2:35])=[CH:30][CH:29]=3)[CH2:21][CH2:20]2)=[CH:6][CH:7]=1. Reported procedure: A mixture of 10 parts of N6 -[2-[4-[[1-[(4-fluorophenyl)methyl]-1H-benzimidazol-2-yl]amino]-1-piperidinyl]ethyl]-3-nitro-2,6-pyridinediamine, 3 parts of a solution of thiophene in methanol 4% and 400 parts of methanol, saturated with ammonia was hydrogenated at normal pressure and at room temperature with 4 parts of palladium-on-charcoal catalyst 10%. After the calculated amount of hydrogen was taken up, the catalyst was filtered off and the filtrate was evaporated, yielding 9 parts (94%) of N6 ... Starting materials: ice water, OC=1C=NC2=CC=CC=C2C1 (3-hydroxyquinoline), FC1=C(C#N)C=CC=C1 (2-fluorobenzonitrile), [H-].[Na+] (sodium hydride). Run in CN1C(CCC1)=O (N-methyl-2-pyrrolidone). Reaction conditions: time 30 minute. Yields the product C(#N)C1=C(OC=2C=NC3=CC=CC=C3C2)C=CC=C1 (3-(2-cyanophenoxy)quinoline). Isolated yield 80.8%. Reaction SMILES: [OH:1][C:2]1[CH:3]=[N:4][C:5]2[C:10]([CH:11]=1)=[CH:9][CH:8]=[CH:7][CH:6]=2.[H-].[Na+].F[C:15]1[CH:22]=[CH:21][CH:20]=[CH:19][C:16]=1[C:17]#[N:18]>CN1CCCC1=O>[C:17]([C:16]1[CH:19]=[CH:20][CH:21]=[CH:22][C:15]=1[O:1][C:2]1[CH:3]=[N:4][C:5]2[C:10]([CH:11]=1)=[CH:9][CH:8]=[CH:7][CH:6]=2)#[N:18] |f:1.2|. Reported procedure: After 0.27 g of 3-hydroxyquinoline was dissolved in N-methyl-2-pyrrolidone, 0.087 g of sodium hydride (60% oil dispersion) was added under ice-cooling, and the mixture was stirred for 30 minutes. At the same temperature, 0.27 g of 2-fluorobenzonitrile was added and then the mixture was stirred for 6 hours at room temperature. After the reaction mixture was poured into ice water, extracted with ethyl acetate, and washed with saturated saline solution, the resultant was dried with magnesium sulfat...